Dataset: the Open Reaction Database (ORD), a public repository of structured organic reaction records. Task: describe an organic reaction: reactants, conditions, products, and yield Starting materials: ClC1=NC=CC(=N1)C=1C=NN(C1)C1(CC(C1)C#N)CC#N (3-(4-(2-chloropyrimidin-4-yl)-1H-pyrazol-1-yl)-3-(cyanomethyl)-cyclobutanecarbonitrile), NC1=CC=C(C(=O)O)C=C1 (p-aminobenzoic acid), C1(=CC=C(C=C1)S(=O)(=O)O)C (p-toluenesulfonic acid). Run in O1CCOCC1 (1,4-dioxane). Product: C(#N)C1CC(C1)(CC#N)N1N=CC(=C1)C1=NC(=NC=C1)NC1=CC=C(C(=O)O)C=C1 (4-(4-(1-(3-cyano-1-(cyanomethyl)cyclobutyl)-1H-pyrazol-4-yl)pyrimidin-2-ylamino)benzoic Acid). As a reaction SMILES: Cl[C:2]1[N:7]=[C:6]([C:8]2[CH:9]=[N:10][N:11]([C:13]3([CH2:19][C:20]#[N:21])[CH2:16][CH:15]([C:17]#[N:18])[CH2:14]3)[CH:12]=2)[CH:5]=[CH:4][N:3]=1.[NH2:22][C:23]1[CH:31]=[CH:30][C:26]([C:27]([OH:29])=[O:28])=[CH:25][CH:24]=1.C1(C)C=CC(S(O)(=O)=O)=CC=1>O1CCOCC1>[C:17]([CH:15]1[CH2:16][C:13]([N:11]2[CH:12]=[C:8]([C:6]3[CH:5]=[CH:4][N:3]=[C:2]([NH:22][C:23]4[CH:31]=[CH:30][C:26]([C:27]([OH:29])=[O:28])=[CH:25][CH:24]=4)[N:7]=3)[CH:9]=[N:10]2)([CH2:19][C:20]#[N:21])[CH2:14]1)#[N:18]. Procedure details: A mixture of 3-(4-(2-chloropyrimidin-4-yl)-1H-pyrazol-1-yl)-3-(cyanomethyl)-cyclobutanecarbonitrile (300 mg, 0.00100 mol), p-aminobenzoic acid (206 mg, 0.00151 mol), and p-toluenesulfonic acid (150 mg, 0.00085 mol) in dry 1,4-dioxane (8 mL) was refluxed overnight, cooled to room temperature. The solid was filtered and collected to give the titled compound as a cis- and trans-isomer mixture, which was used directly in next step (310 mg, 77.3%). LCMS (M+H) 400.4.